Dataset: the Open Reaction Database (ORD), a public repository of structured organic reaction records. Task: describe an organic reaction: reactants, conditions, products, and yield Reactants: O (water), [N+](=O)([O-])N=C1NCCN1 (2-nitroiminoimidazolidine), C(CC)=O (propionaldehyde), O=P12OP3(=O)OP(=O)(O1)OP(=O)(O2)O3 (phosphorus pentoxide). Run in C(C)(=O)OCC (ethyl acetate), CN(C=O)C (N,N-dimethylformamide). Conditions: temperature 10 celsius, time 10 minute. The product is C(=CC)N1C(NCC1)=N[N+](=O)[O-] (1-(1-propenyl)-2-nitroiminoimidazolidine). Yield: 65.8%. Reaction SMILES: [N+:1]([N:4]=[C:5]1[NH:9][CH2:8][CH2:7][NH:6]1)([O-:3])=[O:2].[CH:10](=O)[CH2:11][CH3:12].O=P12OP3(OP(OP(O3)(O1)=O)(=O)O2)=O.O>CN(C)C=O.C(OCC)(=O)C>[CH:10]([N:6]1[CH2:7][CH2:8][NH:9][C:5]1=[N:4][N+:1]([O-:3])=[O:2])=[CH:11][CH3:12]. Procedure: 5.0 g of 2-nitroiminoimidazolidine and 4.5 g of propionaldehyde were dissolved in 25 ml of N,N-dimethylformamide, and 4.0 g of phosphorus pentoxide was added thereto with cooling with ice over a period of 20 minutes and thereafter stirred for 10 minutes at 10° C. 20 ml of water and 20 ml of ethyl acetate were added to the reaction mixture, and the crystals thus precipitated out were filtrated and dried to give 4.3 g of 1-(1-propenyl)-2-nitroiminoimidazolidine. Reactants: FC(C1=CC=C(C(=O)O)C=C1)(F)F (4-trifluoromethylbenzoic acid), CO (methanol), N,N'-carbonyldiimidazole, NC1=NC2=NC(=CC=C2C=C1)C1=CC=C(C=C1)F (2-amino-7-(4-fluorophenyl)-1,8-naphthyridine). The solvent is O (water). Run at temperature 4 celsius. Yields the product FC1=CC=C(C=C1)C1=CC=C2C=CC(=NC2=N1)NC(C1=CC=C(C=C1)C(F)(F)F)=O (N-[7-(4-Fluorophenyl)-1,8-naphthyridin-2-yl]-4-trifluoromethylbenzamide). Isolated yield 31.5%. RXN SMILES: [F:1][C:2]([F:13])([F:12])[C:3]1[CH:11]=[CH:10][C:6]([C:7]([OH:9])=O)=[CH:5][CH:4]=1.[NH2:14][C:15]1[CH:24]=[CH:23][C:22]2[C:17](=[N:18][C:19]([C:25]3[CH:30]=[CH:29][C:28]([F:31])=[CH:27][CH:26]=3)=[CH:20][CH:21]=2)[N:16]=1.CO>O>[F:31][C:28]1[CH:27]=[CH:26][C:25]([C:19]2[N:18]=[C:17]3[C:22]([CH:23]=[CH:24][C:15]([NH:14][C:7](=[O:9])[C:6]4[CH:5]=[CH:4][C:3]([C:2]([F:1])([F:13])[F:12])=[CH:11][CH:10]=4)=[N:16]3)=[CH:21][CH:20]=2)=[CH:30][CH:29]=1. Procedure details: The procedure is analogous to that described in Example 11, but starting with 4-trifluoromethylbenzoic acid (2.7 g), N,N'-carbonyldiimidazole (2.3 g) and 2-amino-7-(4-fluorophenyl)-1,8-naphthyridine (2.4 g). The product obtained by precipitation in water (2.1 g) is dissolved in boiling methanol (50 cc). After cooling for 2 hours at 4° C., the crystallized solid is separated by filtration, washed with methanol (3×5 cc) and dried at 40° C. under reduced pressure (0.07 kPa). N-[7-(4-Fluorophenyl)-1... Starting materials: FC(S(=O)(=O)NC=1C=C2C=C(NC2=CC1)C(=O)O)(F)F (5-Trifluoromethansulfonylamino-1H-Indole-2-Carboxylic Acid), COC(C1=CC=C(C=C1)N)=O (4-aminobenzoic methyl ester). The product is FC(S(=O)(=O)NC=1C=C2C=C(NC2=CC1)C(=O)NC1=CC=C(C(=O)O)C=C1)(F)F (4-[(5-Trifluoromethanesulfonylamino-1H-indole-2-carbonyl)-amino]-benzoic acid). RXN SMILES: [F:1][C:2]([F:20])([F:19])[S:3]([NH:6][C:7]1[CH:8]=[C:9]2[C:13](=[CH:14][CH:15]=1)[NH:12][C:11]([C:16]([OH:18])=O)=[CH:10]2)(=[O:5])=[O:4].C[O:22][C:23](=[O:31])[C:24]1[CH:29]=[CH:28][C:27]([NH2:30])=[CH:26][CH:25]=1>>[F:1][C:2]([F:20])([F:19])[S:3]([NH:6][C:7]1[CH:8]=[C:9]2[C:13](=[CH:14][CH:15]=1)[NH:12][C:11]([C:16]([NH:30][C:27]1[CH:28]=[CH:29][C:24]([C:23]([OH:31])=[O:22])=[CH:25][CH:26]=1)=[O:18])=[CH:10]2)(=[O:4])=[O:5]. Procedure: Same procedure as Example 82 except 5-Trifluoromethansulfonylamino-1H-Indole-2-Carboxylic Acid and 4-aminobenzoic methyl ester was used. 1H-NMR (400 MHz, DMSO-d6) δ 12.74 (s, 1H, COOH), 11.99 (d, J=1.2 Hz, 1H, NHCO), 11.61 (s, 1H, SNH), 10.54 (s, 1H, NH-1), 7.95 (m, 4H, ArH), 7.61 (d, J=2.1 Hz, 1H H-4), 7.50 (m, 2H, H-7 & H-3), 7.14 (dd, J=2, 9 Hz, 1H, H-6), MS m/z 426 (M−H).